Dataset: the Open Reaction Database (ORD), a public repository of structured organic reaction records. Task: describe an organic reaction: reactants, conditions, products, and yield The reactants are C1CCOC1, CCOC(C)=O, Cl, OCc1nnc2c3cc(-c4ccccc4)c(-c4ccc(C5OCCO5)cc4)nc3ccn12. Product: O=Cc1ccc(-c2nc3ccn4c(CO)nnc4c3cc2-c2ccccc2)cc1. As a reaction SMILES: [CH2:34]1[O:35][CH2:36][CH2:37][CH2:38]1.[CH3:39][CH2:40][O:41][C:42](=[O:43])[CH3:44].[ClH:33].[O:1]1[CH:2]([c:6]2[cH:7][cH:8][c:9](-[c:12]3[n:13][c:14]4[cH:15][cH:16][n:17]5[c:18]([c:19]4[cH:20][c:21]3-[c:22]3[cH:23][cH:24][cH:25][cH:26][cH:27]3)[n:28][n:29][c:30]5[CH2:31][OH:32])[cH:10][cH:11]2)[O:5][CH2:4][CH2:3]1>>[O:1]=[CH:2][c:6]1[cH:7][cH:8][c:9](-[c:12]2[n:13][c:14]3[cH:15][cH:16][n:17]4[c:18]([c:19]3[cH:20][c:21]2-[c:22]2[cH:23][cH:24][cH:25][cH:26][cH:27]2)[n:28][n:29][c:30]4[CH2:31][OH:32])[cH:10][cH:11]1. Reactants: C(C=C)(=O)Cl (acryloyl chloride), NC=1C(=CC(=C(C1)NC1=NC=C(C(=N1)C1=CN(C2=CC=CC=C12)C)C#N)OC)N(C)CCN(C)C (2-{[5-amino-4-(2-dimethylaminoethyl-methylamino)-2-methoxyphenyl]-amino}-4-(1-methylindol-3-yl)pyrimidine-5-carbonitrile), NC=1C(=CC(=C(C1)NC1=NC=C(C(=N1)C1=CN(C2=CC=CC=C12)C)C#N)OC)N(C)CCN(C)C (2-{[5-amino-4-(2-dimethylaminoethyl-methylamino)-2-methoxyphenyl]-amino}-4-(1-methylindol-3-yl)pyrimidine-5-carbonitrile), CCN(C(C)C)C(C)C (DIPEA). Run in C(Cl)Cl (CH2Cl2), C(Cl)Cl (CH2Cl2), C(Cl)Cl (CH2Cl2). Run at temperature 0 celsius, time 1 hour. Product: C(#N)C=1C(=NC(=NC1)NC=1C(=CC(=C(C1)NC(C=C)=O)N(C)CCN(C)C)OC)C1=CN(C2=CC=CC=C12)C (N-(5-{[5-Cyano-4-(1-methylindol-3-yl)pyrimidin-2-yl]amino}-2-{2-dimethylaminoethyl-methylamino}-4-methoxyphenyl)prop-2-enamide). The yield is 36.0%. Reaction SMILES: [C:1](Cl)(=[O:4])[CH:2]=[CH2:3].[NH2:6][C:7]1[C:8]([N:34]([CH2:36][CH2:37][N:38]([CH3:40])[CH3:39])[CH3:35])=[CH:9][C:10]([O:32][CH3:33])=[C:11]([NH:13][C:14]2[N:19]=[C:18]([C:20]3[C:28]4[C:23](=[CH:24][CH:25]=[CH:26][CH:27]=4)[N:22]([CH3:29])[CH:21]=3)[C:17]([C:30]#[N:31])=[CH:16][N:15]=2)[CH:12]=1.CCN(C(C)C)C(C)C>C(Cl)Cl>[C:30]([C:17]1[C:18]([C:20]2[C:28]3[C:23](=[CH:24][CH:25]=[CH:26][CH:27]=3)[N:22]([CH3:29])[CH:21]=2)=[N:19][C:14]([NH:13][C:11]2[C:10]([O:32][CH3:33])=[CH:9][C:8]([N:34]([CH2:36][CH2:37][N:38]([CH3:39])[CH3:40])[CH3:35])=[C:7]([NH:6][C:1](=[O:4])[CH:2]=[CH2:3])[CH:12]=2)=[N:15][CH:16]=1)#[N:31]. Procedure: A solution of acryloyl chloride (0.035 mL, 0.44 mmol) in CH2Cl2 (1 mL) was added to a mixture of 2-{[5-amino-4-(2-dimethylaminoethyl-methylamino)-2-methoxyphenyl]-amino}-4-(1-methylindol-3-yl)pyrimidine-5-carbonitrile (Intermediate 102, 171 mg, 0.36 mmol) and DIPEA (0.120 mL, 0.73 mmol) in CH2Cl2 (3 mL) at 0° C., then the mixture was stirred at 0° C. for 1 h. The mixture was then diluted with CH2Cl2, washed twice with sat. NaHCO3, and then water, then dried (MgSO4) and concentrated in vacuo. Pur... Reactants: C(C)(=O)N[C@H]1C(O[C@@H]([C@H]([C@@H]1O)O)CO)NCCCCCCCCCCCC (N-(2-acetamido-2-deoxy-D-glucopyranosyl)-dodecylamine), C(CCCCCCCCCCCCCCCCC)(=O)Cl (stearoyl chloride). The product is C(CCCCCCCCCCC)N(C(CCCCCCCCCCCCCCCCC)=O)C1[C@@H]([C@@H](O)[C@H](O)[C@H](O1)CO)NC(C)=O (N-Dodecyl-N-(2-acetamido-2-deoxy-D-glucopyranosyl)-stearic acid amide). RXN SMILES: [C:1]([NH:4][C@@H:5]1[C@@H:10]([OH:11])[C@H:9]([OH:12])[C@@H:8]([CH2:13][OH:14])[O:7][CH:6]1[NH:15][CH2:16][CH2:17][CH2:18][CH2:19][CH2:20][CH2:21][CH2:22][CH2:23][CH2:24][CH2:25][CH2:26][CH3:27])(=[O:3])[CH3:2].[C:28](Cl)(=[O:46])[CH2:29][CH2:30][CH2:31][CH2:32][CH2:33][CH2:34][CH2:35][CH2:36][CH2:37][CH2:38][CH2:39][CH2:40][CH2:41][CH2:42][CH2:43][CH2:44][CH3:45]>>[CH2:16]([N:15]([CH:6]1[O:7][C@H:8]([CH2:13][OH:14])[C@@H:9]([OH:12])[C@H:10]([OH:11])[C@H:5]1[NH:4][C:1](=[O:3])[CH3:2])[C:28](=[O:46])[CH2:29][CH2:30][CH2:31][CH2:32][CH2:33][CH2:34][CH2:35][CH2:36][CH2:37][CH2:38][CH2:39][CH2:40][CH2:41][CH2:42][CH2:43][CH2:44][CH3:45])[CH2:17][CH2:18][CH2:19][CH2:20][CH2:21][CH2:22][CH2:23][CH2:24][CH2:25][CH2:26][CH3:27]. Procedure: 3 g of N-(2-acetamido-2-deoxy-D-glucopyranosyl)-dodecylamine, the preparation of which is described in Example 55, were reacted with stearoyl chloride as described in Example 55. Reaction conditions: time 15 minute. As a reaction SMILES: [CH3:1][O:2][C:3]1[CH:11]=[CH:10][C:6]([C:7]([OH:9])=[O:8])=[CH:5][CH:4]=1.CN(CCN(C)C)C.[Li]C(CC)C.[F:25][C:26]1[CH:35]=[CH:34][CH:33]=[CH:32][C:27]=1[C:28](OC)=[O:29]>C1COCC1.C1(C)C=CC=CC=1>[F:25][C:26]1[CH:35]=[CH:34][CH:33]=[CH:32][C:27]=1[C:28]([C:10]1[CH:11]=[C:3]([O:2][CH3:1])[CH:4]=[CH:5][C:6]=1[C:7]([OH:9])=[O:8])=[O:29]. The product is FC1=C(C(=O)C2=C(C(=O)O)C=CC(=C2)OC)C=CC=C1 (2-(2-Fluorobenzoyl)-4-methoxybenzoic acid). Yield: 52.3%. Procedure details: 4-(Methoxy)benzoic acid (5.00 g, 32.9 mmol) was azeotroped with toluene thrice, then dissolved in 80 mL of dry THF. TMEDA (10.9 mL, 72.3 mmol) was added, and the mixture was cooled to −78° C. sec-BuLi (51.6 mL of 1.40 M in cyclohexane, 72.3 mmol) was added dropwise over a period of 30 minutes, and the solution was stirred for 15 minutes. Methyl 2-fluorobenzoate (5.02 mL, 39.4 mmol) was added in 1 portion and, after stirring for 15 minutes, the reaction was quenched with 20 mL of water. The mixtu... The solvent is C1(=CC=CC=C1)C (toluene), C1CCOC1 (THF). The reactants are FC1=C(C(=O)OC)C=CC=C1 (Methyl 2-fluorobenzoate), COC1=CC=C(C(=O)O)C=C1 (4-(Methoxy)benzoic acid), CN(C)CCN(C)C (TMEDA), [Li]C(C)CC (sec-BuLi).